This data is from the Open Reaction Database (ORD), a public repository of structured organic reaction records. The task is: describe an organic reaction: reactants, conditions, products, and yield Reactants: C1(=CC=CC=C1)S(=O)(=O)NC1=C(C=C(C=C1)Cl)[N+](=O)[O-] (2-phenylsulfonylamino-5-chloro-1-nitrobenzene), reduced iron. Run in C(C)(=O)OCC (ethyl acetate), C(C)(=O)O (acetic acid). Run at temperature 120 celsius, time 2 hour. Yields the product C1(=CC=CC=C1)S(=O)(=O)NC1=C(N)C=C(C=C1)Cl (2-phenylsulfonylamino-5-chloroaniline). Yield: 59.2%. RXN SMILES: [C:1]1([S:7]([NH:10][C:11]2[CH:16]=[CH:15][C:14]([Cl:17])=[CH:13][C:12]=2[N+:18]([O-])=O)(=[O:9])=[O:8])[CH:6]=[CH:5][CH:4]=[CH:3][CH:2]=1>C(O)(=O)C.C(OCC)(=O)C>[C:1]1([S:7]([NH:10][C:11]2[CH:16]=[CH:15][C:14]([Cl:17])=[CH:13][C:12]=2[NH2:18])(=[O:8])=[O:9])[CH:2]=[CH:3][CH:4]=[CH:5][CH:6]=1. Procedure: To a solution of 2-phenylsulfonylamino-5-chloro-1-nitrobenzene (172 mg; prepared in Reference Example 11.) in acetic acid (4 ml), reduced iron powder (154 mg) was added at room temperature under an atmosphere of argon. The suspension was stirred for 2 hours at 120° C. The reaction suspension was diluted with ethyl acetate and filtered. The filtrate was concentrated under the reduced pressure. The residue was purified on silica gel column chromatography (AcOEt-hexane) to give the title compound (... Reactants: CCOC(=O)C1(NC(=O)c2ccc(OCC)cc2)CC1, C1CCOC1, CO, O. Yields the product CCOc1ccc(C(=O)NC2(C(=O)O)CC2)cc1. As a reaction SMILES: [CH2:1]([CH3:2])[O:3][c:4]1[cH:5][cH:6][c:7]([C:8](=[O:9])[NH:10][C:11]2([C:14](=[O:15])[O:16][CH2:17][CH3:18])[CH2:12][CH2:13]2)[cH:19][cH:20]1.[CH2:21]1[O:22][CH2:23][CH2:24][CH2:25]1.[CH3:26][OH:27].[OH2:28]>>[CH2:1]([CH3:2])[O:3][c:4]1[cH:5][cH:6][c:7]([C:8](=[O:9])[NH:10][C:11]2([C:14](=[O:15])[OH:16])[CH2:12][CH2:13]2)[cH:19][cH:20]1. The reactants are ClC1=C(C(=CC(=C1)C(F)(F)F)Cl)N1N=C(C(=C1CC)CN1CC2=CC=CC=C2CC1CO)CC ({2-[1-(2,6-Dichloro-4-trifluoromethylphenyl)-3,5-diethyl-1H-pyrazol-4-ylmethyl]-1,2,3,4-tetrahydroisoquinolin-3-yl}methanol), [H-].[Na+] (sodium hydride), CI (methyl iodide). Run in C1CCOC1 (THF). Run at time 30 minute. The product is ClC1=C(C(=CC(=C1)C(F)(F)F)Cl)N1N=C(C(=C1CC)CN1CC2=CC=CC=C2CC1COC)CC (2-[-1-(2,6-Dichloro-4-trifluoromethylphenyl)-3,5-diethyl-1H-pyrazol-4-ylmethyl]-3-methoxymethyl-1,2,3,4-tetrahydroisoquinoline). The yield is 26.0%. Reaction SMILES: [Cl:1][C:2]1[CH:7]=[C:6]([C:8]([F:11])([F:10])[F:9])[CH:5]=[C:4]([Cl:12])[C:3]=1[N:13]1[C:17]([CH2:18][CH3:19])=[C:16]([CH2:20][N:21]2[CH:30]([CH2:31][OH:32])[CH2:29][C:28]3[C:23](=[CH:24][CH:25]=[CH:26][CH:27]=3)[CH2:22]2)[C:15]([CH2:33][CH3:34])=[N:14]1.[H-].[Na+].[CH3:37]I>C1COCC1>[Cl:1][C:2]1[CH:7]=[C:6]([C:8]([F:9])([F:11])[F:10])[CH:5]=[C:4]([Cl:12])[C:3]=1[N:13]1[C:17]([CH2:18][CH3:19])=[C:16]([CH2:20][N:21]2[CH:30]([CH2:31][O:32][CH3:37])[CH2:29][C:28]3[C:23](=[CH:24][CH:25]=[CH:26][CH:27]=3)[CH2:22]2)[C:15]([CH2:33][CH3:34])=[N:14]1 |f:1.2|. Procedure: A solution of 200 mg (0.39 mmol) of the compound of step A in 5 mL of THF was treated with 10 mg (0.42 mmol) of sodium hydride and stirred for 30 minutes at room temperature. Then 0.1 mL (1.6 mmol) of methyl iodide was added and the reaction mixture was stirred at room temperature for 24 hours. The reaction was quenched with water and the product was extracted into ethyl acetate which was dried and evaporated. The crude product was flash chromatographed on silica gel to give the desired product ... The reactants are COC(C1=C(C=C(C(=C1)I)Cl)NC(CC1=CC(=CC(=C1)C)C)=O)=O (4-chloro-2-[2-(3,5-dimethylphenyl)-acetylamino]-5-iodo-benzoic acid methyl ester), solution, C[Si](C)(C)[N-][Si](C)(C)C.[Na+] (sodium bis(trimethylsilyl)amide). Solvent: O1CCCC1 (tetrahydrofuran). Reaction conditions: time 1.5 hour. Yields the product ClC1=C(C=C2C(=C(C(NC2=C1)=O)C1=CC(=CC(=C1)C)C)O)I (7-chloro-3-(3,5-dimethylphenyl)-4-hydroxy-6-iodo-1H-quinolin-2-one). Yield: 96.7%. Reaction SMILES: C[O:2][C:3](=O)[C:4]1[CH:9]=[C:8]([I:10])[C:7]([Cl:11])=[CH:6][C:5]=1[NH:12][C:13](=[O:23])[CH2:14][C:15]1[CH:20]=[C:19]([CH3:21])[CH:18]=[C:17]([CH3:22])[CH:16]=1.C[Si]([N-][Si](C)(C)C)(C)C.[Na+]>O1CCCC1>[Cl:11][C:7]1[CH:6]=[C:5]2[C:4]([C:3]([OH:2])=[C:14]([C:15]3[CH:20]=[C:19]([CH3:21])[CH:18]=[C:17]([CH3:22])[CH:16]=3)[C:13](=[O:23])[NH:12]2)=[CH:9][C:8]=1[I:10] |f:1.2|. Reported procedure: To a solution of 4-chloro-2-[2-(3,5-dimethylphenyl)-acetylamino]-5-iodo-benzoic acid methyl ester (EXAMPLE 4.1B, 10.9 g in 180 mL dry tetrahydrofuran) at 0° C. was added dropwise 59.5 mL of a 1 M solution of sodium bis(trimethylsilyl)amide in tetrahydrofuran and the mixture allowed to warm to room temperature. After 1.5 hours, the mixture was cooled to 0° C. and the reaction quenched by the addition of 400 mL ice:6N hydrochloric acid (1:1). This was stirred for 15 minutes then filtered to collec... Reactants: CCc1cccc(N(C)C#N)c1, ClCCl, Cl, Nc1cccc2ccc(F)cc12. Yields the product CCc1cccc(N(C)C(=N)Nc2cccc3ccc(F)cc23)c1, Cl. RXN SMILES: [CH2:1]([CH3:2])[c:3]1[cH:4][c:5]([N:9]([C:10]#[N:11])[CH3:12])[cH:6][cH:7][cH:8]1.[Cl:26][CH2:27][Cl:28].[ClH:13].[F:14][c:15]1[cH:16][cH:17][c:18]2[cH:19][cH:20][cH:21][c:22]([NH2:25])[c:23]2[cH:24]1>>[CH2:1]([CH3:2])[c:3]1[cH:4][c:5]([N:9]([C:10](=[NH:11])[NH:25][c:22]2[cH:21][cH:20][cH:19][c:18]3[cH:17][cH:16][c:15]([F:14])[cH:24][c:23]32)[CH3:12])[cH:6][cH:7][cH:8]1.[ClH:13].